Dataset: the Open Reaction Database (ORD), a public repository of structured organic reaction records. Task: describe an organic reaction: reactants, conditions, products, and yield Starting materials: [Br-], O=C([O-])O, C1CCOC1, Cc1ccccc1, C[Mg+], Cl, CC(=O)c1ccccc1N, [Na+]. Product: CC(C)(O)c1ccccc1N. As a reaction SMILES: [Br-:1].[C:15](=[O:16])([OH:17])[O-:18].[CH2:27]1[O:28][CH2:29][CH2:30][CH2:31]1.[CH3:20][c:21]1[cH:22][cH:23][cH:24][cH:25][cH:26]1.[CH3:2][Mg+:3].[ClH:14].[NH2:4][c:5]1[c:6]([C:11]([CH3:12])=[O:13])[cH:7][cH:8][cH:9][cH:10]1.[Na+:19]>>[NH2:4][c:5]1[c:6]([C:11]([CH3:12])([OH:13])[CH3:15])[cH:7][cH:8][cH:9][cH:10]1. Reactants: ClC1=CC=C(OC(C(=O)OCC)CC2=CC=C(C=C2)OCCON=C(C)C2=CC=C(C=C2)C2=NC=CC=C2)C=C1 (ethyl 2-(4-chlorophenoxy)-3-[4-[2-[[1-[4-(2-pyridyl)phenyl]ethylidene]aminoxy]ethoxy]phenyl]propionate), [OH-].[Na+] (sodium hydroxide). The solvent is C(C)O (ethanol). Product: ClC1=CC=C(OC(C(=O)O)CC2=CC=C(C=C2)OCCON=C(C)C2=CC=C(C=C2)C2=NC=CC=C2)C=C1 (2-(4-Chlorophenoxy)-3-[4-[2-[[1-[4-(2-pyridyl)phenyl]ethylidene]aminoxy]ethoxy]phenyl]propionic acid). Isolated yield 35.6%. RXN SMILES: [Cl:1][C:2]1[CH:40]=[CH:39][C:5]([O:6][CH:7]([CH2:13][C:14]2[CH:19]=[CH:18][C:17]([O:20][CH2:21][CH2:22][O:23][N:24]=[C:25]([C:27]3[CH:32]=[CH:31][C:30]([C:33]4[CH:38]=[CH:37][CH:36]=[CH:35][N:34]=4)=[CH:29][CH:28]=3)[CH3:26])=[CH:16][CH:15]=2)[C:8]([O:10]CC)=[O:9])=[CH:4][CH:3]=1.[OH-].[Na+]>C(O)C>[Cl:1][C:2]1[CH:3]=[CH:4][C:5]([O:6][CH:7]([CH2:13][C:14]2[CH:15]=[CH:16][C:17]([O:20][CH2:21][CH2:22][O:23][N:24]=[C:25]([C:27]3[CH:32]=[CH:31][C:30]([C:33]4[CH:38]=[CH:37][CH:36]=[CH:35][N:34]=4)=[CH:29][CH:28]=3)[CH3:26])=[CH:18][CH:19]=2)[C:8]([OH:10])=[O:9])=[CH:39][CH:40]=1 |f:1.2|. Reported procedure: To a solution of ethyl 2-(4-chlorophenoxy)-3-[4-[2-[[1-[4-(2-pyridyl)phenyl]ethylidene]aminoxy]ethoxy]phenyl]propionate (500 mg) obtained from Reference example 2 in ethanol (8 ml) was added an aqueous sodium hydroxide solution (1N, 1.79 ml), and the resulting solution was heated under reflux for 3 hours. The reaction solution was concentrated under reduced pressure, hydrochloric acid (1N) was added thereto to neutralize the solution, and then ethyl acetate was added thereto to extract the targe...